Task: describe an organic reaction: reactants, conditions, products, and yield. Dataset: the Open Reaction Database (ORD), a public repository of structured organic reaction records Starting materials: CCC(=O)C1C(=O)CC(c2cnn(C)c2)CC1=O, NOCC=CCl. Yields the product CCC(=NOCC=CCl)C1C(=O)CC(c2cnn(C)c2)CC1=O. RXN SMILES: [CH3:1][n:2]1[n:3][cH:4][c:5]([CH:7]2[CH2:8][C:9](=[O:18])[CH:10]([C:14]([CH2:15][CH3:16])=[O:17])[C:11](=[O:13])[CH2:12]2)[cH:6]1.[Cl:19][CH:20]=[CH:21][CH2:22][O:23][NH2:24]>>[CH3:1][n:2]1[n:3][cH:4][c:5]([CH:7]2[CH2:8][C:9](=[O:18])[CH:10]([C:14]([CH2:15][CH3:16])=[N:24][O:23][CH2:22][CH:21]=[CH:20][Cl:19])[C:11](=[O:13])[CH2:12]2)[cH:6]1. Reactants: O[C@@H]1C(C[C@@H](CC1)NC1=NC(=NC=C1C#N)S(=O)(=O)C)(C)C (4-(((1R,4S)-4-hydroxy-3,3-dimethylcyclohexyl)amino)-2-(methylsulfonyl)pyrimidine-5-carbonitrile), NCCC=1C=[N+](C=C(C1)Cl)[O-] (3-(2-aminoethyl)-5-chloropyridine 1-oxide), CCN(C(C)C)C(C)C (DIEA). Run in C1CCOC1 (THF). Run at temperature 85 celsius, time 1 hour. The product is ClC=1C=[N+](C=C(C1)CCNC1=NC=C(C(=N1)N[C@H]1CC([C@H](CC1)O)(C)C)C#N)[O-] (3-chloro-5-(2-((5-cyano-4-(((1R,4S)-4-hydroxy-3,3-dimethylcyclohexyl)amino)pyrimidin-2-yl)amino)ethyl)pyridine 1-oxide). Isolated yield 32.4%. RXN SMILES: [OH:1][C@H:2]1[CH2:7][CH2:6][C@@H:5]([NH:8][C:9]2[C:14]([C:15]#[N:16])=[CH:13][N:12]=[C:11](S(C)(=O)=O)[N:10]=2)[CH2:4][C:3]1([CH3:22])[CH3:21].[NH2:23][CH2:24][CH2:25][C:26]1[CH:27]=[N+:28]([O-:33])[CH:29]=[C:30]([Cl:32])[CH:31]=1.CCN(C(C)C)C(C)C>C1COCC1>[Cl:32][C:30]1[CH:29]=[N+:28]([O-:33])[CH:27]=[C:26]([CH2:25][CH2:24][NH:23][C:11]2[N:10]=[C:9]([NH:8][C@@H:5]3[CH2:6][CH2:7][C@H:2]([OH:1])[C:3]([CH3:22])([CH3:21])[CH2:4]3)[C:14]([C:15]#[N:16])=[CH:13][N:12]=2)[CH:31]=1. Procedure details: A mixture of 4-(((1R,4S)-4-hydroxy-3,3-dimethylcyclohexyl)amino)-2-(methylsulfonyl)pyrimidine-5-carbonitrile (80 mg, crude), 3-(2-aminoethyl)-5-chloropyridine 1-oxide (80 mg, crude) and DIEA (169 mg, 1.31 mmol) in THF (2 mL) was stirred at 85° C. in a microwave reactor for 1 h. After cooling to room temperature, the reaction mixture was concentrated and the residue purified by standard methods to afford the title product (32.6 mg, 0.08 mmol, 22% yield, over three steps). 1H NMR (400 MHz, CD3OD) ... The reactants are Br (hydrobromic acid), C(C)(=O)OC1=C(C=C(C=C1)C(CBr)=O)COC(C)=O (2-Acetoxymethyl-4-bromoacetylphenyl acetate), O (Water). Solvent: CO (methanol). Yields the product BrCC(=O)C1=CC(=C(C=C1)O)CO (2-bromo-4'-hydroxy-3'-hydroxymethylacetophenone). Isolated yield 68.9%. Reaction SMILES: C([O:4][C:5]1[CH:10]=[CH:9][C:8]([C:11](=[O:14])[CH2:12][Br:13])=[CH:7][C:6]=1[CH2:15][O:16]C(=O)C)(=O)C.Br.O>CO>[Br:13][CH2:12][C:11]([C:8]1[CH:9]=[CH:10][C:5]([OH:4])=[C:6]([CH2:15][OH:16])[CH:7]=1)=[O:14]. Procedure details: 2-Acetoxymethyl-4-bromoacetylphenyl acetate (18.6 g) was dissolved in 90 ml of methanol, 100 ml of 47% hydrobromic acid was added with stirring under ice-cooling, and the mixture was subjected to 16 hours of reaction at room temperature. Water was added to the reaction solution with stirring under ice-cooling, and the resulting precipitates were collected by filtration and washed with water and hexane to give 9.54 g of 2-bromo-4'-hydroxy-3'-hydroxymethylacetophenone having a melting point of 117... Starting materials: C(C1=CC=CC=C1)(=O)O[C@@H]1[C@H](OCC=C)O[C@H]([C@H]([C@H]1OC(C1=CC=CC=C1)=O)OC(C1=CC=CC=C1)=O)C (prop-2-en-1-yl 2,3,4-tri-O-benzoyl-α-L-fucopyranoside), C[N+]1(CCOCC1)[O-] (4-methylmorpholine 4-oxide), NaIO4. The reagents and catalysts are O=[Os](=O)(=O)=O (OsO4). Run in O (water), CC(=O)C (acetone), O (water), O (water). Reaction conditions: time 16 hour. Product: C(C1=CC=CC=C1)(=O)O[C@@H]1[C@H](OCC=O)O[C@H]([C@H]([C@H]1OC(C1=CC=CC=C1)=O)OC(C1=CC=CC=C1)=O)C (2-oxoethyl 2,3,4-tri-O-benzoyl-α-L-fucopyranoside). As a reaction SMILES: [C:1]([O:9][C@H:10]1[C@H:19]([O:20][C:21](=[O:28])[C:22]2[CH:27]=[CH:26][CH:25]=[CH:24][CH:23]=2)[C@H:18]([O:29][C:30](=[O:37])[C:31]2[CH:36]=[CH:35][CH:34]=[CH:33][CH:32]=2)[C@H:17]([CH3:38])[O:16][C@H:11]1[O:12][CH2:13][CH:14]=C)(=[O:8])[C:2]1[CH:7]=[CH:6][CH:5]=[CH:4][CH:3]=1.C[N+]1([O-])CC[O:43]CC1>CC(C)=O.O.O=[Os](=O)(=O)=O>[C:1]([O:9][C@H:10]1[C@H:19]([O:20][C:21](=[O:28])[C:22]2[CH:27]=[CH:26][CH:25]=[CH:24][CH:23]=2)[C@H:18]([O:29][C:30](=[O:37])[C:31]2[CH:36]=[CH:35][CH:34]=[CH:33][CH:32]=2)[C@H:17]([CH3:38])[O:16][C@H:11]1[O:12][CH2:13][CH:14]=[O:43])(=[O:8])[C:2]1[CH:7]=[CH:6][CH:5]=[CH:4][CH:3]=1. Reported procedure: To a solution of prop-2-en-1-yl 2,3,4-tri-O-benzoyl-α-L-fucopyranoside (6.06 g, 11.73 mmol) in acetone (94 mL) and water (23.5 mL) was added 4-methylmorpholine 4-oxide (2.75 g, 23.46 mmol) followed by the addition of 2.5% OsO4 in water (5.97 g, 0.587 mmol). The mixture was allowed to stir at rt for 16 hr. To the resulting mixture was then added a solution of NaIO4 (5.40 g, 23.46 mmol) in water (100 mL). After stirring for additional 6 hr, the precipitate was filtered and washed with acetone (200...